Dataset: the Open Reaction Database (ORD), a public repository of structured organic reaction records. Task: describe an organic reaction: reactants, conditions, products, and yield The reactants are OC1=C(C(=O)C2=CC=C(C=C2)O)C=CC(=C1)O (2,4,4'trihydroxybenzophenone), C(C(C)(C)C)(=O)Cl (pivaloyl chloride). The solvent is N1=CC=CC=C1 (pyridine). Conditions: time 2 hour. The product is C(C(C)(C)C)(=O)OC1=C(C(=O)C2=CC=C(C=C2)OC(C(C)(C)C)=O)C=CC(=C1)OC(C(C)(C)C)=O (2,4,4'-tripivaloyloxybenzophenone). Reaction SMILES: [OH:1][C:2]1[CH:16]=[C:15]([OH:17])[CH:14]=[CH:13][C:3]=1[C:4]([C:6]1[CH:11]=[CH:10][C:9]([OH:12])=[CH:8][CH:7]=1)=[O:5].[C:18](Cl)(=[O:23])[C:19]([CH3:22])([CH3:21])[CH3:20]>N1C=CC=CC=1>[C:18]([O:1][C:2]1[CH:16]=[C:15]([O:17][C:18](=[O:23])[C:19]([CH3:22])([CH3:21])[CH3:20])[CH:14]=[CH:13][C:3]=1[C:4]([C:6]1[CH:7]=[CH:8][C:9]([O:12][C:18](=[O:23])[C:19]([CH3:22])([CH3:21])[CH3:20])=[CH:10][CH:11]=1)=[O:5])(=[O:23])[C:19]([CH3:22])([CH3:21])[CH3:20]. Reported procedure: A solution of 2.3 g (0.01 mole) of 2,4,4'trihydroxybenzophenone was warmed to 50° C. with 3.65 g (0.035 mole) of pivaloyl chloride in 75 mls of dry pyridine. After 2 hrs. at 5° C., the solvent was evaporated under N2 stream and H2O added to the residue. The oily material was extracted with CH2Cl2 and washed with dilute K2CO3. The organic layer was dried over MgSO4. The glass which was recovered after solvent removal was crystallized from ethanol; 4.20 g (86%) yield; M.P.~94°-96° C.